From a dataset of the Open Reaction Database (ORD), a public repository of structured organic reaction records. describe an organic reaction: reactants, conditions, products, and yield Reactants: CC(CC=O)(C)C1=C(C=CC(=C1)F)OC (3-methyl-3-(2-methoxy-5-fluorophenyl)butyraldehyde), C(C)OP(OCC)(=O)C(F)F (difluoromethylphosphonic acid diethyl ester), [Li+].CC(C)[N-]C(C)C (LDA), C(C)(=O)O (acetic acid). The solvent is C1CCOC1 (THF), C(C)(=O)OCC (ethyl acetate), C1CCOC1 (THF). Conditions: time 10 minute. Product: C(C)OP(OCC)(=O)C(C(CC(C)(C)C1=C(C=CC(=C1)F)OC)O)(F)F ([1,1-difluoro-4-(5-fluoro-2-methoxyphenyl)-2-hydroxy-4-methylpentyl]phosphonic acid diethyl ester). Yield: 64.6%. Reaction SMILES: [CH2:1]([O:3][P:4]([CH:9]([F:11])[F:10])(=[O:8])[O:5][CH2:6][CH3:7])[CH3:2].[Li+].CC([N-]C(C)C)C.[CH3:20][C:21]([C:26]1[CH:31]=[C:30]([F:32])[CH:29]=[CH:28][C:27]=1[O:33][CH3:34])([CH3:25])[CH2:22][CH:23]=[O:24].C(O)(=O)C>C1COCC1.C(OCC)(=O)C>[CH2:1]([O:3][P:4]([C:9]([F:11])([F:10])[CH:23]([OH:24])[CH2:22][C:21]([C:26]1[CH:31]=[C:30]([F:32])[CH:29]=[CH:28][C:27]=1[O:33][CH3:34])([CH3:25])[CH3:20])(=[O:8])[O:5][CH2:6][CH3:7])[CH3:2] |f:1.2|. Procedure: To a solution of the difluoromethylphosphonic acid diethyl ester (1.35 g) in THF (5.0 mL) cooled in a dry ice/acetone bath was added LDA (5.0 mL, 1.5M in cyclohexane) dropwise over 5.0 minutes. After 10.0 minutes, a solution of 3-methyl-3-(2-methoxy-5-fluorophenyl)butyraldehyde (0.94 g) in THF (5.0 mL) was added dropwise. After an additional 20.0 minutes, acetic acid (1 mL) was added and the mixture was warmed to room temperature. The mixture was diluted with ethyl acetate, washed with water, dr... Starting materials: COC=1C=C2C(=CC=NC2=CC1OC)OC1=C(C=C(C=C1)OC)C(C)=O (1-[2-(6,7-Dimethoxy-quinolin-4-yloxy)-5-methoxy-phenyl]-ethanone), Cl.CO (hydrochloric acid methanol). Reaction conditions: time 8 hour. The product is Cl.COC=1C=C2C(=CC=NC2=CC1OC)OC1=C(C=C(C=C1)OC)C(C)=O (1-[2-(6,7-Dimethoxy-quinolin-4-yloxy)-5-methoxy-phenyl]-ethanone hydrochloride). The yield is 10.0%. As a reaction SMILES: [CH3:1][O:2][C:3]1[CH:4]=[C:5]2[C:10](=[CH:11][C:12]=1[O:13][CH3:14])[N:9]=[CH:8][CH:7]=[C:6]2[O:15][C:16]1[CH:21]=[CH:20][C:19]([O:22][CH3:23])=[CH:18][C:17]=1[C:24](=[O:26])[CH3:25].[ClH:27].CO>>[ClH:27].[CH3:1][O:2][C:3]1[CH:4]=[C:5]2[C:10](=[CH:11][C:12]=1[O:13][CH3:14])[N:9]=[CH:8][CH:7]=[C:6]2[O:15][C:16]1[CH:21]=[CH:20][C:19]([O:22][CH3:23])=[CH:18][C:17]=1[C:24](=[O:26])[CH3:25] |f:1.2,3.4|. Procedure: 1-[2-(6,7-Dimethoxy-quinolin-4-yloxy)-5-methoxy-phenyl]-ethanone (802 mg) was dissolved in a hydrochloric acid-methanol solution (20 ml) to prepare a solution which was then stirred at room temperature overnight. The solvent was removed by distillation under the reduced pressure, and the residue was washed with ethyl acetate and was dried in vacuo to give the title compound (885 mg, yield 10%). The product is C(C)C1=CC=C(C=2N(C(=NC21)C2=CC=C(C=C2)C(C)C)CCOC)OC (4-Ethyl-2-(4-isopropyl-phenyl)-7-methoxy-1-(2-methoxy-ethyl)-1H-benzoimidazole). Reactants: BrC1=CC=C(C=2N(C(=NC21)C2=CC=C(C=C2)C(C)C)CCOC)OC (4-bromo-2-(4-isopropyl-phenyl)-7-methoxy-1-(2-methoxy-ethyl)-1H-benzoimidazole), C(C)I (ethyl iodide). Run at temperature -78 celsius, time 1 hour. Procedure: To a solution of 150 mg (0.223 mmol) 4-bromo-2-(4-isopropyl-phenyl)-7-methoxy-1-(2-methoxy-ethyl)-1H-benzoimidazole in 8 ml THF, 0.289 ml tert-butyllithium (1.7M in pentane) is slowly added at −78° C. This mixture is stirred for 1 h at −78° C. then 54 μl (0.669 mmol) ethyl iodide is added. The reaction mixture is warmed to room temperature and stirring is continued for 12 h. The reaction mixture is cooled to room temperature, poured on water and extracted (3×) with ethyl acetate. The combined or... RXN SMILES: Br[C:2]1[C:10]2[N:9]=[C:8]([C:11]3[CH:16]=[CH:15][C:14]([CH:17]([CH3:19])[CH3:18])=[CH:13][CH:12]=3)[N:7]([CH2:20][CH2:21][O:22][CH3:23])[C:6]=2[C:5]([O:24][CH3:25])=[CH:4][CH:3]=1.[CH2:26](I)[CH3:27]>C1COCC1.C([Li])(C)(C)C>[CH2:26]([C:2]1[C:10]2[N:9]=[C:8]([C:11]3[CH:12]=[CH:13][C:14]([CH:17]([CH3:19])[CH3:18])=[CH:15][CH:16]=3)[N:7]([CH2:20][CH2:21][O:22][CH3:23])[C:6]=2[C:5]([O:24][CH3:25])=[CH:4][CH:3]=1)[CH3:27]. Run in C1CCOC1 (THF), C(C)(C)(C)[Li] (tert-butyllithium). Yield: 31.8%. Starting materials: CCC(C)(C)C(=O)O[C@H]1C[C@H](C=C2[C@H]1[C@H]([C@H](C=C2)C)CC[C@@H]3C[C@H](CC(=O)O3)O)C.B([O-])[O-] (Simvastatin boronate), CO (methanol). Run in O (water). Product: CCC(C)(C)C(=O)O[C@H]1C[C@H](C=C2[C@H]1[C@H]([C@H](C=C2)C)CC[C@@H]3C[C@H](CC(=O)O3)O)C (simvastatin). RXN SMILES: [CH3:1][CH2:2][C:3]([C:6]([O:8][C@@H:9]1[C@@H:14]2[C@@H:15]([CH2:20][CH2:21][C@H:22]3[O:28][C:26](=[O:27])[CH2:25][C@H:24]([OH:29])[CH2:23]3)[C@@H:16]([CH3:19])[CH:17]=[CH:18][C:13]2=[CH:12][C@H:11]([CH3:30])[CH2:10]1)=[O:7])([CH3:5])[CH3:4].B([O-])[O-].CO>O>[CH3:1][CH2:2][C:3]([C:6]([O:8][C@@H:9]1[C@@H:14]2[C@@H:15]([CH2:20][CH2:21][C@H:22]3[O:28][C:26](=[O:27])[CH2:25][C@H:24]([OH:29])[CH2:23]3)[C@@H:16]([CH3:19])[CH:17]=[CH:18][C:13]2=[CH:12][C@H:11]([CH3:30])[CH2:10]1)=[O:7])([CH3:5])[CH3:4] |f:0.1|. Reported procedure: Alternatively, III may be agitated in a mixture of water and an organic solvent, preferably methanol, under high dilution conditions to produce simvastatin in its acid form. Simvastatin acid may be isolated by extraction or crystallization and relactonized to produce simvastatin.